Dataset: the Open Reaction Database (ORD), a public repository of structured organic reaction records. Task: describe an organic reaction: reactants, conditions, products, and yield The reactants are ClC=1C=C(C=CC1OCC1CC1)CCC1(CC(CC(O1)=O)=O)C1CCCC1 (6-[2-(3-Chloro-4-cyclopropylmethoxy-phenyl)-ethyl]-6-cyclopentyl-dihydro-pyran-2,4-dione), CC1=NC=2N(C(=C1)C)N=C(N2)C=O (5,7-Dimethyl-[1,2,4]triazolo[1,5-a]pyrimidine-2-carbaldehyde), ClC=1C=C(C=CC1OC(C)C)CCC1(CC(CC(O1)=O)=O)C1CCCC1 (6-[2-(3-Chloro-4-isopropoxy-phenyl)-ethyl]-6-cyclopentyl-dihydro-pyran-2,4-dione), CN1C(=NC2=C1C=CC=C2)C=O (1-methyl-2-formylbenzimidazole). The product is ClC=1C=C(C=CC1OCC1CC1)CCC1(CC(=C(C(O1)=O)CC1=NC2=C(N1C)C=CC=C2)O)C2CCCC2 (6-[2-(3-Chloro-4-cyclopropylmethoxy-phenyl)-ethyl]-6-cyclopentyl-4-hydroxy-3-(1-methyl-1H-benzoimidazol-2-ylmethyl)-5,6-dihydro-pyran-2-one). As a reaction SMILES: [Cl:1][C:2]1[CH:3]=[C:4]([CH2:13][CH2:14][C:15]2([CH:23]3[CH2:27][CH2:26][CH2:25][CH2:24]3)[O:20][C:19](=[O:21])[CH2:18][C:17](=[O:22])[CH2:16]2)[CH:5]=[CH:6][C:7]=1[O:8][CH2:9][CH:10]1[CH2:12][CH2:11]1.ClC1C=C(CCC2(C3CCCC3)OC(=O)CC(=O)C2)C=CC=1OC(C)C.[CH3:54][N:55]1[C:59]2[CH:60]=[CH:61][CH:62]=[CH:63][C:58]=2[N:57]=[C:56]1[CH:64]=O.CC1C=C(C)N2N=C(C=O)N=C2N=1>>[Cl:1][C:2]1[CH:3]=[C:4]([CH2:13][CH2:14][C:15]2([CH:23]3[CH2:27][CH2:26][CH2:25][CH2:24]3)[O:20][C:19](=[O:21])[C:18]([CH2:64][C:56]3[N:55]([CH3:54])[C:59]4[CH:60]=[CH:61][CH:62]=[CH:63][C:58]=4[N:57]=3)=[C:17]([OH:22])[CH2:16]2)[CH:5]=[CH:6][C:7]=1[O:8][CH2:9][CH:10]1[CH2:12][CH2:11]1. Reported procedure: The title compound was prepared analogously to Example B(31), carbaldehyde where 6-[2-(3-Chloro-4-cyclopropylmethoxy-phenyl)-ethyl]-6-cyclopentyl-dihydro-pyran-2,4-dione was substituted in place of 6-[2-(3-Chloro-4-isopropoxy-phenyl)-ethyl]-6-cyclopentyl-dihydro-pyran-2,4-dione and 1-methyl-2-formylbenzimidazole was substituted in place of 5,7-Dimethyl-[1,2,4]triazolo[1,5-a]pyrimidine-2-carbaldehyde of that example. The reactants are CN(C)c1ccccc1Br, Brc1ccc2nsnc2c1. Yields the product CN(C)c1ccccc1-c1ccc2nsnc2c1. Reaction SMILES: [Br:11][c:12]1[c:13]([N:14]([CH3:15])[CH3:16])[cH:17][cH:18][cH:19][cH:20]1.[Br:1][c:2]1[cH:3][cH:4][c:5]2[c:6]([n:7][s:8][n:9]2)[cH:10]1>>[c:2]1(-[c:12]2[c:13]([N:14]([CH3:15])[CH3:16])[cH:17][cH:18][cH:19][cH:20]2)[cH:3][cH:4][c:5]2[c:6]([n:7][s:8][n:9]2)[cH:10]1. Reactants: [Si](C)(C)(C(C)(C)C)OC=1C(=C(C=CC1C)B(O)O)F ((3-((tert-Butyldimethylsilyl)oxy)-2-fluoro-4-methylphenyl)boronic acid), NC1=NC=C(N=C1)Br (2-amino-5-bromopyrazine), C(=O)([O-])[O-].[Na+].[Na+] (Na2CO3). Solvent: O1CCOCC1 (1,4-dioxane). Conditions: temperature 80 celsius. Yields the product [Si](C)(C)(C(C)(C)C)OC=1C(=C(C=CC1C)C=1N=CC(=NC1)N)F (5-(3-((tert-Butyldimethylsilyl)oxy)-2-fluoro-4-methylphenyl)pyrazin-2-amine). Reaction SMILES: [Si:1]([O:8][C:9]1[C:10]([F:19])=[C:11](B(O)O)[CH:12]=[CH:13][C:14]=1[CH3:15])([C:4]([CH3:7])([CH3:6])[CH3:5])([CH3:3])[CH3:2].[NH2:20][C:21]1[CH:26]=[N:25][C:24](Br)=[CH:23][N:22]=1.C([O-])([O-])=O.[Na+].[Na+]>O1CCOCC1>[Si:1]([O:8][C:9]1[C:10]([F:19])=[C:11]([C:24]2[N:25]=[CH:26][C:21]([NH2:20])=[N:22][CH:23]=2)[CH:12]=[CH:13][C:14]=1[CH3:15])([C:4]([CH3:7])([CH3:6])[CH3:5])([CH3:3])[CH3:2] |f:2.3.4|. Procedure: (3-((tert-Butyldimethylsilyl)oxy)-2-fluoro-4-methylphenyl)boronic acid (292 mg, 1.03 mmol), 2-amino-5-bromopyrazine (179 mg, 1.03 mmol), 1,4-dioxane (6.1 mL), and Na2CO3(2.1 mL, 2 M) were added to a microwave vial and the resultant mixture sparged with argon for 10 minutes. Pd(dppf)Cl2.DCM was then added the mixture, the vial sealed, and then heated at 80° Celsius for 16 hours. The reaction mixture was then cooled to rt, diluted with water (5 mL), and extracted with EtOAc (4×5 mL). The combined ... Reactants: 5-morpholinomethyl, C1=CN(C=2C1=C(N=CN2)N)[C@H]3[C@@H]([C@@H]([C@H](O3)CO)O)O (tubercidin), C=O (paraformaldehyde), N1CCOCC1 (morpholine). Solvent: CN(C)C=O (DMF). Yields the product 5-morpholine, NC=1C2=C(N=CN1)N(C=C2CN2CCOCC2)[C@H]2C[C@H](O)[C@H](O2)CO (4-Amino-7-(2-deoxy-β-D-erythropentofuranosyl)-5-morpholinomethyl-7H-pyrrolo-[2,3-d]pyrimidine). Reaction SMILES: [CH:1]1[C:5]2=[C:6]([NH2:10])[N:7]=[CH:8][N:9]=[C:4]2[N:3]([C@@H:11]2[O:15][C@H:14]([CH2:16][OH:17])[C@@H:13]([OH:18])[C@H:12]2O)[CH:2]=1.[CH2:20]=O.[NH:22]1[CH2:27][CH2:26][O:25][CH2:24][CH2:23]1>CN(C=O)C>[NH2:10][C:6]1[C:5]2[C:1]([CH2:20][N:22]3[CH2:27][CH2:26][O:25][CH2:24][CH2:23]3)=[CH:2][N:3]([C@@H:11]3[O:15][C@H:14]([CH2:16][OH:17])[C@@H:13]([OH:18])[CH2:12]3)[C:4]=2[N:9]=[CH:8][N:7]=1. Reported procedure: can be prepared by using the Mannich reaction. The 5-morpholinomethyl derivative (Watanabe et al., Nucleosides & Nucleotides, 1(2), 191-203, 1982) is obtained by heating tubercidin together with paraformaldehyde and morpholine in DMF. The 5-morpholine derivative (33) is obtained in accordance with the silylation and deoxygenation described in Ex. 33. Yields the product COc1ccc(CCC2(C3CCCC3)CC(O)=C(Sc3nnc(O)n3C)C(=O)O2)cc1. Starting materials: Cc1cc(C)n2nc(S)nc2n1, COc1ccc(CCC2(C3CCCC3)CC(O)=C(Cl)C(=O)O2)cc1, COc1cc(OC)c(CCC2(C3CCCC3)CC(O)=C(Cl)C(=O)O2)cc1Cl, Cn1c(O)nnc1S. RXN SMILES: [CH3:9][c:10]1[cH:11][c:12]([CH3:13])[n:14]2[n:15][c:16]([SH:17])[n:18][c:19]2[n:20]1.[Cl:21][C:22]1=[C:27]([OH:28])[CH2:26][C:25]([CH:29]2[CH2:30][CH2:31][CH2:32][CH2:33]2)([CH2:34][CH2:35][c:36]2[cH:37][cH:38][c:39]([O:42][CH3:43])[cH:40][cH:41]2)[O:24][C:23]1=[O:44].[Cl:45][C:46]1=[C:70]([OH:71])[CH2:69][C:50]([CH2:51][CH2:52][c:53]2[cH:54][c:55]([Cl:56])[c:57]([O:58][CH3:59])[cH:60][c:61]2[O:62][CH3:63])([CH:64]2[CH2:65][CH2:66][CH2:67][CH2:68]2)[O:49][C:47]1=[O:48].[OH:1][c:2]1[n:3]([CH3:8])[c:4]([SH:7])[n:5][n:6]1>>[OH:1][c:2]1[n:3]([CH3:8])[c:4]([S:7][C:22]2=[C:27]([OH:28])[CH2:26][C:25]([CH:29]3[CH2:30][CH2:31][CH2:32][CH2:33]3)([CH2:34][CH2:35][c:36]3[cH:37][cH:38][c:39]([O:42][CH3:43])[cH:40][cH:41]3)[O:24][C:23]2=[O:44])[n:5][n:6]1. Reactants: BrC=1C=C(C=CC1)N1C2=C(C=3C=C(C=CC13)C)CN(CC2)C (5-(3-bromophenyl)-2,8-dimethyl-2,3,4,5-tetrahydro-1H-pyrido[4,3-b]indole), CC1=NC=C(C=C1)B1OC(C(O1)(C)C)(C)C (2-methyl-5-(4,4,5,5-tetramethyl-1,3,2-dioxaborolan-2-yl)pyridine), C(=O)([O-])[O-].[K+].[K+] (K2CO3). The reagents and catalysts are C=1C=CC(=CC1)[P](C=2C=CC=CC2)(C=3C=CC=CC3)[Pd]([P](C=4C=CC=CC4)(C=5C=CC=CC5)C=6C=CC=CC6)([P](C=7C=CC=CC7)(C=8C=CC=CC8)C=9C=CC=CC9)[P](C=1C=CC=CC1)(C=1C=CC=CC1)C=1C=CC=CC1 (Pd(PPh3)4). The solvent is COCCOC.O (DME water), CCOC(=O)C (EtOAc). Conditions: temperature 90 celsius, time 45 minute. The product is CN1CC2=C(N(C=3C=CC(=CC23)C)C2=CC(=CC=C2)C=2C=NC(=CC2)C)CC1 (2,8-dimethyl-5-(3-(6-methylpyridin-3-yl)phenyl)-2,3,4,5-tetrahydro-1H-pyrido[4,3-b]indole). As a reaction SMILES: Br[C:2]1[CH:3]=[C:4]([N:8]2[C:16]3[CH:15]=[CH:14][C:13]([CH3:17])=[CH:12][C:11]=3[C:10]3[CH2:18][N:19]([CH3:22])[CH2:20][CH2:21][C:9]2=3)[CH:5]=[CH:6][CH:7]=1.[CH3:23][C:24]1[CH:29]=[CH:28][C:27](B2OC(C)(C)C(C)(C)O2)=[CH:26][N:25]=1.C([O-])([O-])=O.[K+].[K+]>COCCOC.O.CCOC(C)=O.C1C=CC([P]([Pd]([P](C2C=CC=CC=2)(C2C=CC=CC=2)C2C=CC=CC=2)([P](C2C=CC=CC=2)(C2C=CC=CC=2)C2C=CC=CC=2)[P](C2C=CC=CC=2)(C2C=CC=CC=2)C2C=CC=CC=2)(C2C=CC=CC=2)C2C=CC=CC=2)=CC=1>[CH3:22][N:19]1[CH2:20][CH2:21][C:9]2[N:8]([C:4]3[CH:5]=[CH:6][CH:7]=[C:2]([C:27]4[CH:26]=[N:25][C:24]([CH3:23])=[CH:29][CH:28]=4)[CH:3]=3)[C:16]3[CH:15]=[CH:14][C:13]([CH3:17])=[CH:12][C:11]=3[C:10]=2[CH2:18]1 |f:2.3.4,5.6,^1:61,63,82,101|. Procedure: To a de-aerated solution of 5-(3-bromophenyl)-2,8-dimethyl-2,3,4,5-tetrahydro-1H-pyrido[4,3-b]indole (100 mg, 0.281 mmol), 2-methyl-5-(4,4,5,5-tetramethyl-1,3,2-dioxaborolan-2-yl)pyridine (124 mg, 0.564 mmol) and K2CO3 (116 mg, 0.845 mmol) in DME-water (2:1) was added Pd(PPh3)4 (16 mg, 0.013 mmol). The reaction mixture was stirred at 90° C. for 45 min. The reaction mixture was concentrated under reduced pressure. The residue obtained was dissolved in EtOAc (50 mL) and washed with water (20 mL). ... Starting materials: [H-].[Na+] (Sodium hydride), C1(=CC=CC=C1)C(C#N)C1=CC=CC=C1 (diphenylacetonitrile), C(C1=CC=CC=C1)N1CCC(CC1)CCl (1-benzyl-4-chloromethylpiperidine). The solvent is C1(=CC=CC=C1)C (toluene). Yields the product C(C1=CC=CC=C1)N1CCC(CC1)CC(C1=CC=CC=C1)(C1=CC=CC=C1)C#N (1-Benzyl-4-(2-cyano-2,2-diphenylethyl)piperidine). Isolated yield 52.0%. RXN SMILES: [H-].[Na+].[C:3]1([CH:9]([C:12]2[CH:17]=[CH:16][CH:15]=[CH:14][CH:13]=2)[C:10]#[N:11])[CH:8]=[CH:7][CH:6]=[CH:5][CH:4]=1.[CH2:18]([N:25]1[CH2:30][CH2:29][CH:28]([CH2:31]Cl)[CH2:27][CH2:26]1)[C:19]1[CH:24]=[CH:23][CH:22]=[CH:21][CH:20]=1>C1(C)C=CC=CC=1>[CH2:18]([N:25]1[CH2:30][CH2:29][CH:28]([CH2:31][C:9]([C:10]#[N:11])([C:3]2[CH:4]=[CH:5][CH:6]=[CH:7][CH:8]=2)[C:12]2[CH:13]=[CH:14][CH:15]=[CH:16][CH:17]=2)[CH2:27][CH2:26]1)[C:19]1[CH:24]=[CH:23][CH:22]=[CH:21][CH:20]=1 |f:0.1|. Reported procedure: Sodium hydride (1.69 g, 42.1 mmol; 80% dispersion in oil) was added portionwise over 10 minutes to a solution of diphenylacetonitrile (7.4 g, 38.3 mmol) in toluene (40 ml) and the mixture was heated under reflux for 45 minutes, treated with 1-benzyl-4-chloromethylpiperidine (4.3 g, 1.92 mmol; prepared by partitioning the hydrochloride salt, which was obtained by the method described in J. Het. Chem., 1978, 15, 675, between 10% aqueous sodium carbonate solution and dichloromethane, drying the org...